The task is: describe an organic reaction: reactants, conditions, products, and yield. This data is from the Open Reaction Database (ORD), a public repository of structured organic reaction records. Reactants: BrC1=C(C(=CC(=C1OCC)F)Cl)N (2-bromo-6-chloro-3-ethoxy-4-fluorobenzenamine), C(C)(=O)OC(C)=O (acetic anhydride). Product: BrC1=C(C(=CC(=C1OCC)F)Cl)NC(C)=O (N-(2-bromo-6-chloro-3-ethoxy-4-fluorophenyl)acetamide). The yield is 76.0%. As a reaction SMILES: [Br:1][C:2]1[C:7]([O:8][CH2:9][CH3:10])=[C:6]([F:11])[CH:5]=[C:4]([Cl:12])[C:3]=1[NH2:13].[C:14](OC(=O)C)(=[O:16])[CH3:15]>>[Br:1][C:2]1[C:7]([O:8][CH2:9][CH3:10])=[C:6]([F:11])[CH:5]=[C:4]([Cl:12])[C:3]=1[NH:13][C:14](=[O:16])[CH3:15]. Procedure: A solution of 30-5 (16 g, 59.7 mmol) in acetic anhydride (50 mL) was stirred at room temperature for one hour. The precipitate was filtered and washed with ether to afford 30-6 (14 g, 76%) as a white solid. LRMS: calc 308.9 and found: 309.9 [M+1]. The reactants are COC1=CC=C(C=C1)CO ((4-methoxyphenyl)methanol), [H-].[Na+] (NaH), BrCCC(=O)OCC (ethyl 3-bromopropanoate). The solvent is C1(=CC=CC=C1)C (toluene). Run at time 3 hour. Yields the product COC1=CC=C(COCCC(=O)OCC)C=C1 (ethyl 3-((4-methoxybenzyl)oxy)propanoate). Yield: 85.1%. Reaction SMILES: [CH3:1][O:2][C:3]1[CH:8]=[CH:7][C:6]([CH2:9][OH:10])=[CH:5][CH:4]=1.[H-].[Na+].Br[CH2:14][CH2:15][C:16]([O:18][CH2:19][CH3:20])=[O:17]>C1(C)C=CC=CC=1>[CH3:1][O:2][C:3]1[CH:8]=[CH:7][C:6]([CH2:9][O:10][CH2:14][CH2:15][C:16]([O:18][CH2:19][CH3:20])=[O:17])=[CH:5][CH:4]=1 |f:1.2|. Reported procedure: To a solution of (4-methoxyphenyl)methanol (76.3 g, 552.4 mmol) in anhydrous toluene (1 L) at 0° C. was added portionwise NaH (27.6 g, 630.5 mmol) over a period of 30 min, followed by ethyl 3-bromopropanoate (100 g, 552.4 mmol). The mixture was stirred at RT for 3 h and then quenched with 20% aqueous NH4Cl (500 mL). The organic layer was separated, and the aqueous layer was extracted with EtOAc (2×500 mL). The combined organic layers were washed with brine, dried (Na2SO4) and then concentrated i... The reactants are CN(C)C=O, CCOC(C)=O, C[S+](C)(C)=O, Cl, [H-], [I-], [Na+], O, C=C(C(=O)OC(c1ccccc1)c1ccccc1)c1c(F)c(F)c(C(=O)OC)c(F)c1F. Product: COC(=O)c1c(F)c(F)c(C2(C(=O)OC(c3ccccc3)c3ccccc3)CC2)c(F)c1F. Reaction SMILES: [CH3:42][N:43]([CH3:44])[CH:45]=[O:46].[CH3:48][CH2:49][O:50][C:51](=[O:52])[CH3:53].[CH3:4][S+:5]([CH3:6])([CH3:7])=[O:8].[ClH:41].[H-:1].[I-:3].[Na+:2].[OH2:47].[c:9]1([CH:15]([O:16][C:17](=[O:18])[C:19](=[CH2:20])[c:21]2[c:22]([F:34])[c:23]([F:33])[c:24]([C:25](=[O:26])[O:27][CH3:28])[c:29]([F:32])[c:30]2[F:31])[c:35]2[cH:36][cH:37][cH:38][cH:39][cH:40]2)[cH:10][cH:11][cH:12][cH:13][cH:14]1>>[CH2:4]1[C:19]([C:17]([O:16][CH:15]([c:9]2[cH:10][cH:11][cH:12][cH:13][cH:14]2)[c:35]2[cH:36][cH:37][cH:38][cH:39][cH:40]2)=[O:18])([c:21]2[c:22]([F:34])[c:23]([F:33])[c:24]([C:25](=[O:26])[O:27][CH3:28])[c:29]([F:32])[c:30]2[F:31])[CH2:20]1.